Dataset: the Open Reaction Database (ORD), a public repository of structured organic reaction records. Task: describe an organic reaction: reactants, conditions, products, and yield Reactants: COCCOCCOCCCCCCCCS(=O)(=O)C1=CC=C(C=C1)C (1-[[8-[2-(2-methoxyethoxy)-ethoxy]octyl]sulfonyl]-4-methylbenzene), O (water), [H-].[Na+] (sodium hydride), CC1(OCC(O1)CO)C (solketal). Solvent: CN(C=O)C (dimethylformamide), CN(C=O)C (dimethyformamide). Reaction conditions: time 2 day. Product: COCCOCCOCCCCCCCCOCC(CO)O (2,5,8,17-Tetraoxaeicosane-19,20-diol). Isolated yield 42.0%. RXN SMILES: [H-].[Na+].C[C:4]1([CH3:11])[O:8][CH:7]([CH2:9][OH:10])[CH2:6][O:5]1.[CH3:12][O:13][CH2:14][CH2:15][O:16][CH2:17][CH2:18][O:19][CH2:20][CH2:21][CH2:22][CH2:23][CH2:24][CH2:25]CCS(C1C=CC(C)=CC=1)(=O)=O.O>CN(C)C=O>[CH3:12][O:13][CH2:14][CH2:15][O:16][CH2:17][CH2:18][O:19][CH2:20][CH2:21][CH2:22][CH2:23][CH2:24][CH2:25][CH2:11][CH2:4][O:5][CH2:6][CH:7]([OH:8])[CH2:9][OH:10] |f:0.1|. Procedure: To a suspension of 9.01 g of unwashed 50% sodium hydride in 100 ml of dimethyformamide was added, dropwise over one hour, 22.06 g of solketal. After cooling in an ice bath a solution of 42 g of 1-[[8-[2-(2-methoxyethoxy)-ethoxy]octyl]sulfonyl]-4-methylbenzene in 25 ml of dimethylformamide was added. This mixture was stirred for 2 days, then water was added and the mixture extracted with ether. The ether extract was dried and the solvent removed. The residue was refluxed for one hour in a mixture... The reactants are OCC1OC(n2cnc3c(NC4CCCC4)nc(Cl)nc32)C(O)C1O, NN, O. The product is NNc1nc(NC2CCCC2)c2ncn(C3OC(CO)C(O)C3O)c2n1. Reaction SMILES: [Cl:1][c:2]1[n:3][c:4]([NH:20][CH:21]2[CH2:22][CH2:23][CH2:24][CH2:25]2)[c:5]2[n:6][cH:7][n:8]([CH:11]3[CH:12]([OH:19])[CH:13]([OH:18])[CH:14]([CH2:16][OH:17])[O:15]3)[c:9]2[n:10]1.[NH2:27][NH2:28].[OH2:26]>>[c:2]1([NH:27][NH2:28])[n:3][c:4]([NH:20][CH:21]2[CH2:22][CH2:23][CH2:24][CH2:25]2)[c:5]2[n:6][cH:7][n:8]([CH:11]3[CH:12]([OH:19])[CH:13]([OH:18])[CH:14]([CH2:16][OH:17])[O:15]3)[c:9]2[n:10]1. Reactants: Cc1ccc(NC(=O)c2cccc(N(C)C)c2)cc1NC(=O)c1cccc([N+](=O)[O-])c1, CO, [H][H]. The product is Cc1ccc(NC(=O)c2cccc(N(C)C)c2)cc1NC(=O)c1cccc(N)c1. Reaction SMILES: [CH3:1][N:2]([c:3]1[cH:4][c:5]([C:6](=[O:7])[NH:8][c:9]2[cH:10][cH:11][c:12]([CH3:27])[c:13]([NH:15][C:16]([c:17]3[cH:18][c:19]([N+:23]([O-:24])=[O:25])[cH:20][cH:21][cH:22]3)=[O:26])[cH:14]2)[cH:28][cH:29][cH:30]1)[CH3:31].[CH3:34][OH:35].[H:32][H:33]>>[CH3:1][N:2]([c:3]1[cH:4][c:5]([C:6](=[O:7])[NH:8][c:9]2[cH:10][cH:11][c:12]([CH3:27])[c:13]([NH:15][C:16]([c:17]3[cH:18][c:19]([NH2:23])[cH:20][cH:21][cH:22]3)=[O:26])[cH:14]2)[cH:28][cH:29][cH:30]1)[CH3:31]. Starting materials: NC1=CC=C2C(OC(=O)C2=C1)CCCC (6-Amino-3-butyl-phthalide), C(C(O)C(O)C(=O)O)(=O)O ((+)-tartaric acid). Solvent: CO (methanol), CO (methanol). Conditions: time 8 hour. Yields the product C(=O)(O)C(O)C(O)C(=O)O.NC1=CC=C2[C@H](OC(=O)C2=C1)CCCC ((+)-(3R)-6-Amino-3-butyl-phthalide (+)-Tartrate). RXN SMILES: [NH2:1][C:2]1[CH:11]=[C:10]2[C:5]([CH:6]([CH2:12][CH2:13][CH2:14][CH3:15])[O:7][C:8]2=[O:9])=[CH:4][CH:3]=1.[C:16]([OH:25])(=[O:24])[CH:17]([CH:19]([C:21]([OH:23])=[O:22])[OH:20])[OH:18]>CO>[C:21]([CH:19]([CH:17]([C:16]([OH:25])=[O:24])[OH:18])[OH:20])([OH:23])=[O:22].[NH2:1][C:2]1[CH:11]=[C:10]2[C:5]([C@@H:6]([CH2:12][CH2:13][CH2:14][CH3:15])[O:7][C:8]2=[O:9])=[CH:4][CH:3]=1 |f:3.4|. Procedure details: A hot solution of 10.26 g (0.05 mol) of compound obtained in Example 4 in 115 ml of anhydrous methanol is mixed with a warm solution of 7.51 g (0.05 mol) of (+)-tartaric acid in 60 ml of methanol. The mixture is put aside at room temperature overnight, and then at 0-5° C. for 2 hours. The separated crystals are collected and washed with a small amount of methanol to give white crystals. Recrystallisation from methanol (1:8) three times gives the title compound containing one molecule of methanol... Starting materials: O (Water), C1(CCCCC1)OC1=CC=C(C=C1)C=1C(=NC=CN1)N (3-[4-(cyclohexyloxy)phenyl]pyrazin-2-amine), [H-].[Na+] (NaH), ClCCS(=O)(=O)Cl (2-chloroethanesulfonyl chloride). Run in C1CCOC1 (THF), C1CCOC1 (THF). Reaction conditions: temperature 80 celsius, time 3 hour. Yields the product C1(CCCCC1)OC1=CC=C(C=C1)C1=NC=CN2C1=NS(CC2)(=O)=O (9-[4-(cyclohexyloxy)phenyl]-3,4-dihydropyrazino[2,1-c][1,2,4]thiadiazine 2,2-dioxide). Yield: 83.2%. As a reaction SMILES: [CH:1]1([O:7][C:8]2[CH:13]=[CH:12][C:11]([C:14]3[C:15]([NH2:20])=[N:16][CH:17]=[CH:18][N:19]=3)=[CH:10][CH:9]=2)[CH2:6][CH2:5][CH2:4][CH2:3][CH2:2]1.[H-].[Na+].Cl[CH2:24][CH2:25][S:26](Cl)(=[O:28])=[O:27].O>C1COCC1>[CH:1]1([O:7][C:8]2[CH:9]=[CH:10][C:11]([C:14]3[C:15]4=[N:20][S:26](=[O:28])(=[O:27])[CH2:25][CH2:24][N:16]4[CH:17]=[CH:18][N:19]=3)=[CH:12][CH:13]=2)[CH2:2][CH2:3][CH2:4][CH2:5][CH2:6]1 |f:1.2|. Reported procedure: A mixture of 3-[4-(cyclohexyloxy)phenyl]pyrazin-2-amine (470 mg) in THF (dry) (25.00 mL) was added to a mixture of NaH (60%, 349 mg) and 2-chloroethanesulfonyl chloride (853 mg) in THF (dry) (25 mL) at room temperature. The mixture was stirred at room temperature overnight and 80° C. for 3 hr. Water was added and THF was removed in vacuo. A precipitate was collected by filtration and washed with water-Et2O to give the title compound (522 mg) as a yellow solid. The solid was crystallized from CH3... Reactants: C(=O)(OC(C)(C)C)N[C@@H](C)C(=O)O (N-Boc-L-alanine), Cl.C(C)N=C=NCCCN(C)C (1-ethyl-3-(3-dimethylaminopropyl)carbodiimide hydrochloride), O.ON1N=NC2=C1C=CC=C2 (1-hydroxybenzotriazole monohydrate), C(C)(C)N(C(C)C)CC (N,N-diisopropylethylamine), NC=1C=C(C=CC1)NC(=O)C=1C(=NC(=NC1)NCCC1=CC=NC=C1)NCCC (N-(3-aminophenyl)-4-(propylamino)-2-((2-(pyridin-4-yl)ethyl)amino)pyrimidine-5-carboxamide), C(O)([O-])=O.[Na+] (sodium hydrogencarbonate). Solvent: CN(C=O)C (N,N-dimethylformamide), C(C)(=O)OCC (ethyl acetate). Run at time 2 hour. Product: O=C([C@H](C)NC(OC(C)(C)C)=O)NC1=CC(=CC=C1)NC(=O)C=1C(=NC(=NC1)NCCC1=CC=NC=C1)NCCC ((S)-tert-butyl (1-oxo-1-((3-(4-(propylamino)-2-((2-(pyridin-4-yl)ethyl)amino)pyrimidine-5-carboxamido)phenyl)amino)propan-2-yl)carbamate). Isolated yield 97.3%. Reaction SMILES: [C:1]([NH:8][C@H:9]([C:11]([OH:13])=O)[CH3:10])([O:3][C:4]([CH3:7])([CH3:6])[CH3:5])=[O:2].Cl.C(N=C=NCCCN(C)C)C.O.ON1C2C=CC=CC=2N=N1.C(N(CC)C(C)C)(C)C.[NH2:46][C:47]1[CH:48]=[C:49]([NH:53][C:54]([C:56]2[C:57]([NH:71][CH2:72][CH2:73][CH3:74])=[N:58][C:59]([NH:62][CH2:63][CH2:64][C:65]3[CH:70]=[CH:69][N:68]=[CH:67][CH:66]=3)=[N:60][CH:61]=2)=[O:55])[CH:50]=[CH:51][CH:52]=1.C(=O)([O-])O.[Na+]>C(OCC)(=O)C.CN(C)C=O>[O:13]=[C:11]([NH:46][C:47]1[CH:52]=[CH:51][CH:50]=[C:49]([NH:53][C:54]([C:56]2[C:57]([NH:71][CH2:72][CH2:73][CH3:74])=[N:58][C:59]([NH:62][CH2:63][CH2:64][C:65]3[CH:66]=[CH:67][N:68]=[CH:69][CH:70]=3)=[N:60][CH:61]=2)=[O:55])[CH:48]=1)[C@@H:9]([NH:8][C:1](=[O:2])[O:3][C:4]([CH3:5])([CH3:6])[CH3:7])[CH3:10] |f:1.2,3.4,7.8|. Procedure: To N-Boc-L-alanine (57 mg), 1-ethyl-3-(3-dimethylaminopropyl)carbodiimide hydrochloride (115 mg) and 1-hydroxybenzotriazole monohydrate (81 mg), N,N-dimethylformamide (2 mL) was added at room temperature, and the mixture was stirred at the same temperature for 2 hours. To the reaction mixture, N,N-diisopropylethylamine (153 μL) and N-(3-aminophenyl)-4-(propylamino)-2-((2-(pyridin-4-yl)ethyl)amino)pyrimidine-5-carboxamide (A4, 98 mg) were added at room temperature, and the mixture was stirred at ...